From a dataset of the Open Reaction Database (ORD), a public repository of structured organic reaction records. describe an organic reaction: reactants, conditions, products, and yield Starting materials: C1(=CC=CC=C1)CCC(C)N (4-phenylbutan-2-amine), C(C)(C)(C)OC(=O)C1=C(C=CC=C1)C1=CC=C(C=C1)CN1C(=C(C2=CC(=CC=C12)C(=O)O)C)C (1-((2′-(tert-butoxycarbonyl)biphenyl-4-yl)methyl)-2,3-dimethyl-1H-indole-5-carboxylic acid). Product: CC=1N(C2=CC=C(C=C2C1C)C(NC(C)CCC1=CC=CC=C1)=O)CC1=CC=C(C=C1)C=1C(=CC=CC1)C(=O)O (4′-((2,3-dimethyl-5-(4-phenylbutan-2-ylcarbamoyl)-1H-indol-1-yl)methyl)biphenyl-2-carboxylic acid). RXN SMILES: [C:1]1([CH2:7][CH2:8][CH:9]([NH2:11])[CH3:10])[CH:6]=[CH:5][CH:4]=[CH:3][CH:2]=1.C([O:16][C:17]([C:19]1[CH:24]=[CH:23][CH:22]=[CH:21][C:20]=1[C:25]1[CH:30]=[CH:29][C:28]([CH2:31][N:32]2[C:40]3[C:35](=[CH:36][C:37]([C:41](O)=[O:42])=[CH:38][CH:39]=3)[C:34]([CH3:44])=[C:33]2[CH3:45])=[CH:27][CH:26]=1)=[O:18])(C)(C)C>>[CH3:45][C:33]1[N:32]([CH2:31][C:28]2[CH:29]=[CH:30][C:25]([C:20]3[C:19]([C:17]([OH:18])=[O:16])=[CH:24][CH:23]=[CH:22][CH:21]=3)=[CH:26][CH:27]=2)[C:40]2[C:35]([C:34]=1[CH3:44])=[CH:36][C:37]([C:41](=[O:42])[NH:11][CH:9]([CH2:8][CH2:7][C:1]1[CH:6]=[CH:5][CH:4]=[CH:3][CH:2]=1)[CH3:10])=[CH:38][CH:39]=2. Procedure details: The title compound was prepared following the same general protocol as described in Steps 8-9, Example 1, using 4-phenylbutan-2-amine and 1-((2′-(tert-butoxycarbonyl)biphenyl-4-yl)methyl)-2,3-dimethyl-1H-indole-5-carboxylic acid. The reactants are C(CCCCCCCCC)C=1C=NC(=NC1)C1=CC=C(C=C1)OCC[C@H](CCCC)F ((S)-5-Decyl-2-[4-(3-fluoroheptyloxy)phenyl]pyrimidine), C(CCCCCCCCCCC)C=1C=NC(=NC1)C1=CC=C(C=C1)O (5-n-dodecyl-2-(4-hydroxyphenyl)pyrimidine), CS(=O)(=O)OCC[C@@H](CCCC)F ((R)-3-fluoroheptyl methanesulfonate). Product: C(CCCCCCCCCCC)C=1C=NC(=NC1)C1=CC=C(C=C1)OCC[C@@H](CCCC)F ((R)-5-Dodecyl-2-[4-(3-fluoroheptyloxy)phenyl]pyrimidine). Isolated yield 78.4%. RXN SMILES: [CH2:1]([C:11]1[CH:12]=[N:13][C:14]([C:17]2[CH:22]=[CH:21][C:20]([O:23][CH2:24][CH2:25][C@@H:26]([F:31])[CH2:27][CH2:28][CH2:29][CH3:30])=[CH:19][CH:18]=2)=[N:15][CH:16]=1)[CH2:2][CH2:3][CH2:4][CH2:5][CH2:6][CH2:7][CH2:8][CH2:9][CH3:10].[CH2:32](C1C=NC(C2C=CC(O)=CC=2)=NC=1)[CH2:33]CCCCCCCCCC.CS(OCC[C@H](F)CCCC)(=O)=O>>[CH2:1]([C:11]1[CH:16]=[N:15][C:14]([C:17]2[CH:22]=[CH:21][C:20]([O:23][CH2:24][CH2:25][C@H:26]([F:31])[CH2:27][CH2:28][CH2:29][CH3:30])=[CH:19][CH:18]=2)=[N:13][CH:12]=1)[CH2:2][CH2:3][CH2:4][CH2:5][CH2:6][CH2:7][CH2:8][CH2:9][CH2:10][CH2:32][CH3:33]. Reported procedure: The titled compound was synthesized in a yield of 78.4% in the same manner as for the compound of Example 4, except for using 5-n-dodecyl-2-(4-hydroxyphenyl)pyrimidine and (R)-3-fluoroheptyl methanesulfonate. Starting materials: BrC=1C=C(C(N(C1)C)=O)NC=1N=CC(=NC1)N1[C@H](CN(CC1)C(=O)OC(C)(C)C)C ((S)-tert-Butyl 4-(5-(5-Bromo-1-methyl-2-oxo-1,2-dihydropyridin-3-ylamino)pyrazin-2-yl)-3-methylpiperazine-1-carboxylate), FC(C(=O)O)(F)F (trifluoroacetic acid). Conditions: time 1 hour. Product: BrC=1C=C(C(N(C1)C)=O)NC1=NC=C(N=C1)N1[C@H](CNCC1)C ((S)-5-Bromo-1-methyl-3-(5-(2-methylpiperazin-1-yl)pyrazin-2-ylamino)pyridin-2(1H)-one). The yield is 96.3%. Reaction SMILES: [Br:1][C:2]1[CH:3]=[C:4]([NH:10][C:11]2[N:12]=[CH:13][C:14]([N:17]3[CH2:22][CH2:21][N:20](C(OC(C)(C)C)=O)[CH2:19][C@@H:18]3[CH3:30])=[N:15][CH:16]=2)[C:5](=[O:9])[N:6]([CH3:8])[CH:7]=1.FC(F)(F)C(O)=O>>[Br:1][C:2]1[CH:3]=[C:4]([NH:10][C:11]2[CH:16]=[N:15][C:14]([N:17]3[CH2:22][CH2:21][NH:20][CH2:19][C@@H:18]3[CH3:30])=[CH:13][N:12]=2)[C:5](=[O:9])[N:6]([CH3:8])[CH:7]=1. Reported procedure: A mixture of 230d (1.9 g, 3.97 mmol) and trifluoroacetic acid (4 mL) was stirred at room temperature for 1 h. It was then concentrated under reduced pressure to afford crude 230e (1.45 g, 97%), which was used in the next step without further purification. MS: [M+H]+ 381.2. The reactants are COC1CCN(c2cccc(S(=O)[O-])c2)C1, O=C1CCC(=O)N1Cl, ClCCl, [Li+]. The product is COC1CCN(c2cccc(S(=O)(=O)Cl)c2)C1. RXN SMILES: [CH3:1][O:2][CH:3]1[CH2:4][N:5]([c:8]2[cH:9][c:10]([S:14](=[O:15])[O-:16])[cH:11][cH:12][cH:13]2)[CH2:6][CH2:7]1.[Cl:18][N:19]1[C:20](=[O:21])[CH2:22][CH2:23][C:24]1=[O:25].[Cl:26][CH2:27][Cl:28].[Li+:17]>>[CH3:1][O:2][CH:3]1[CH2:4][N:5]([c:8]2[cH:9][c:10]([S:14](=[O:15])(=[O:16])[Cl:18])[cH:11][cH:12][cH:13]2)[CH2:6][CH2:7]1. Reactants: CCOCC, COCCOC, S=C=NCCCl, [H-], O=C1Cc2ccccc2N1, [Na+]. The product is O=C1Cc2ccccc2N1C1=NCCS1. Reaction SMILES: [CH2:19]([O:20][CH2:21][CH3:22])[CH3:23].[CH3:24][O:25][CH2:26][CH2:27][O:28][CH3:29].[Cl:13][CH2:14][CH2:15][N:16]=[C:17]=[S:18].[H-:11].[NH:1]1[C:2](=[O:10])[CH2:3][c:4]2[cH:5][cH:6][cH:7][cH:8][c:9]21.[Na+:12]>>[N:1]1([C:17]2=[N:16][CH2:15][CH2:14][S:18]2)[C:2](=[O:10])[CH2:3][c:4]2[cH:5][cH:6][cH:7][cH:8][c:9]21.